This data is from the Open Reaction Database (ORD), a public repository of structured organic reaction records. The task is: describe an organic reaction: reactants, conditions, products, and yield Procedure details: 5-Amino-4-(2-chlorobenzoyl)thiophene-2-carboxylic acid (240 g), potassium carbonate (176 g) and ethyl iodide (150 ml) were added to acetone (5 l), and the mixture was refluxed overnight. The solvent was evaporated, and ethyl acetate and a saturated aqueous sodium hydrogencarbonate solution were added. The precipitated layer was taken out, washed with brine, dried over sodium sulfate and concentrated. The resulting crystals were collected by filtration and washed with ethyl acetate to give 126 g ... Reactants: NC1=C(C=C(S1)C(=O)O)C(C1=C(C=CC=C1)Cl)=O (5-Amino-4-(2-chlorobenzoyl)thiophene-2-carboxylic acid), C([O-])([O-])=O.[K+].[K+] (potassium carbonate), C(C)I (ethyl iodide). Yields the product NC1=C(C=C(S1)C(=O)OCC)C(C1=C(C=CC=C1)Cl)=O (ethyl 5-amino-4-(2-chlorobenzoyl)thiophene-2-carboxylate). As a reaction SMILES: [NH2:1][C:2]1[S:6][C:5]([C:7]([OH:9])=[O:8])=[CH:4][C:3]=1[C:10](=[O:18])[C:11]1[CH:16]=[CH:15][CH:14]=[CH:13][C:12]=1[Cl:17].C(=O)([O-])[O-].[K+].[K+].[CH2:25](I)[CH3:26]>CC(C)=O>[NH2:1][C:2]1[S:6][C:5]([C:7]([O:9][CH2:25][CH3:26])=[O:8])=[CH:4][C:3]=1[C:10](=[O:18])[C:11]1[CH:16]=[CH:15][CH:14]=[CH:13][C:12]=1[Cl:17] |f:1.2.3|. The solvent is CC(=O)C (acetone). Starting materials: CC(C)(C)O, [Cl-], Cl, O, O, O, O, O, O, O, CC1(C)CC(O)CC(C)(C)N1O. The product is CC(C)(O)CON1C(C)(C)CC(O)CC1(C)C. RXN SMILES: [C:21]([CH3:22])([CH3:23])([CH3:24])[OH:25].[Cl-:19].[ClH:20].[OH2:13].[OH2:14].[OH2:15].[OH2:16].[OH2:17].[OH2:18].[OH2:26].[OH:1][CH:2]1[CH2:3][C:4]([CH3:11])([CH3:12])[N:5]([OH:10])[C:6]([CH3:8])([CH3:9])[CH2:7]1>>[OH:1][CH:2]1[CH2:3][C:4]([CH3:11])([CH3:12])[N:5]([O:10][CH2:22][C:21]([CH3:23])([CH3:24])[OH:25])[C:6]([CH3:8])([CH3:9])[CH2:7]1. Starting materials: O (water), solution, C(CCC)[Li] (n-butyllithium), BrC=1C=NC=CC1 (3-bromopyridine), CC1=C(C=O)C(=CC(=C1OC)C)OC (2,4-dimethyl-3,6-dimethoxybenzaldehyde). Run in CCCCCC (hexane), CCOCC (ether), O1CCCC1 (tetrahydrofuran). Run at temperature -60 celsius, time 30 minute. Yields the product N1=CC(=CC=C1)C(C1=C(C=C(C(=C1C)OC)C)OC)O (α-(3-Pyridyl)-2,5-dimethoxy-4,6-dimethylbenzyl alcohol). RXN SMILES: C([Li])CCC.Br[C:7]1[CH:8]=[N:9][CH:10]=[CH:11][CH:12]=1.[CH3:13][C:14]1[C:21]([O:22][CH3:23])=[C:20]([CH3:24])[CH:19]=[C:18]([O:25][CH3:26])[C:15]=1[CH:16]=[O:17].O>CCCCCC.CCOCC.O1CCCC1>[N:9]1[CH:10]=[CH:11][CH:12]=[C:7]([CH:16]([OH:17])[C:15]2[C:14]([CH3:13])=[C:21]([O:22][CH3:23])[C:20]([CH3:24])=[CH:19][C:18]=2[O:25][CH3:26])[CH:8]=1. Procedure details: Then 48 ml of a 1.6M solution of n-butyllithium in hexane was added thereto. After cooling to -60° C., 7.4 ml of 3-bromopyridine was added thereto in portions. Then the mixture was stirred at -60° C. for 30 minutes and a solution of 9.9 g of 2,4-dimethyl-3,6-dimethoxybenzaldehyde in 100 ml of dry ether and 40 ml of dry tetrahydrofuran was added dropwise thereto. After the completion of the addition, the cooling bath was taken off. When the temperature of the reaction mixture reached -10° C., wat... Starting materials: ClC1=CC=CC2=C1C(N1[C@H](C=3N2C=NC3C(=O)OCC)CCC1)=O (ethyl (S)-8-chloro-11,12,13,13a-tetrahydro-9-oxo-9H-imidazo[1,5-a]pyrrolo[2,1-c][1,4]benzodiazepine-1-carboxylate), [C-]#N.[K+] (potassium cyanide). Solvent: C1(CCCCC1)O (cyclohexanol), C1(CCCCC1)O (cyclohexanol). The product is ClC1=CC=CC2=C1C(N1[C@H](C=3N2C=NC3C(=O)OC3CCCCC3)CCC1)=O (cyclohexyl (S)-8-chloro-11,12,13,13a-tetrahydro-9-oxo-9H-imidazo[1,5-a]pyrrolo[2,1-c][1,4]benzodiazepine-1-carboxylate). As a reaction SMILES: [Cl:1][C:2]1[C:7]2[C:8](=[O:24])[N:9]3[CH2:23][CH2:22][CH2:21][C@H:10]3[C:11]3[N:12]([CH:13]=[N:14][C:15]=3[C:16]([O:18][CH2:19][CH3:20])=[O:17])[C:6]=2[CH:5]=[CH:4][CH:3]=1.[C-]#N.[K+]>C1(O)CCCCC1>[Cl:1][C:2]1[C:7]2[C:8](=[O:24])[N:9]3[CH2:23][CH2:22][CH2:21][C@H:10]3[C:11]3[N:12]([CH:13]=[N:14][C:15]=3[C:16]([O:18][CH:19]3[CH2:4][CH2:3][CH2:2][CH2:7][CH2:20]3)=[O:17])[C:6]=2[CH:5]=[CH:4][CH:3]=1 |f:1.2|. Reported procedure: 12 g (35 mmol) of ethyl (S)-8-chloro-11,12,13,13a-tetrahydro-9-oxo-9H-imidazo[1,5-a]pyrrolo[2,1-c][1,4]benzodiazepine-1-carboxylate and 1 g of powdered potassium cyanide in 120 ml of cyclohexanol are stirred at 130° for 18 hours, in each case about 10 ml of cyclohexanol being distilled off three times in the course of the reaction. The mixture is subsequently evaporated, the residue is taken up in chloroform, washed with water, dried over magnesium sulphate and evaporated. By column chromatograp... Starting materials: N#Cc1cccc2ncn(CC(=O)O)c12, CC(C)(C)C(=O)Cl, CCN(C(C)C)C(C)C, ClCCl, Cc1cc(C(C)(C)C#N)ccc1CN. The product is Cc1cc(C(C)(C)C#N)ccc1CNC(=O)Cn1cnc2cccc(C#N)c21. Reaction SMILES: [C:1](#[N:2])[c:3]1[cH:4][cH:5][cH:6][c:7]2[c:8]1[n:9]([CH2:12][C:13](=[O:14])[OH:15])[cH:10][n:11]2.[C:25]([Cl:26])(=[O:27])[C:28]([CH3:29])([CH3:30])[CH3:31].[CH:16]([N:17]([CH2:18][CH3:19])[CH:20]([CH3:21])[CH3:22])([CH3:23])[CH3:24].[Cl:46][CH2:47][Cl:48].[NH2:32][CH2:33][c:34]1[c:35]([CH3:45])[cH:36][c:37]([C:40]([C:41]#[N:42])([CH3:43])[CH3:44])[cH:38][cH:39]1>>[C:1](#[N:2])[c:3]1[cH:4][cH:5][cH:6][c:7]2[c:8]1[n:9]([CH2:12][C:13](=[O:15])[NH:32][CH2:33][c:34]1[c:35]([CH3:45])[cH:36][c:37]([C:40]([C:41]#[N:42])([CH3:43])[CH3:44])[cH:38][cH:39]1)[cH:10][n:11]2.